From a dataset of the Open Reaction Database (ORD), a public repository of structured organic reaction records. describe an organic reaction: reactants, conditions, products, and yield The reactants are ClC1=C2N=C3C=C(C=CC3=C2NC=2C=CC=CC12)F (11-chloro-8-fluoroquindoline), O(S(=O)(=O)C(F)(F)F)C (methyl triflate). The solvent is C1(=CC=CC=C1)C (toluene), C(C)OCC (diethyl ether). Run at time 24 hour. Yields the product Cl.ClC1=C2N=C3C=C(C=CC3=C2[NH+](C=2C=CC=CC12)C)F (11-Chloro-8-fluoro-5-methylquindolinium Hydrochloride). Yield: 159.6%. RXN SMILES: [Cl:1][C:2]1[C:18]2[CH:17]=[CH:16][CH:15]=[CH:14][C:13]=2[NH:12][C:11]2[C:3]=1[N:4]=[C:5]1[C:10]=2[CH:9]=[CH:8][C:7]([F:19])=[CH:6]1.O(C)S([C:24](F)(F)F)(=O)=O>C1(C)C=CC=CC=1.C(OCC)C>[ClH:1].[Cl:1][C:2]1[C:18]2[CH:17]=[CH:16][CH:15]=[CH:14][C:13]=2[NH+:12]([CH3:24])[C:11]2[C:3]=1[N:4]=[C:5]1[C:10]=2[CH:9]=[CH:8][C:7]([F:19])=[CH:6]1 |f:4.5|. Procedure: To a solution of 11-chloro-8-fluoroquindoline from Example 89 (1.00 g, 3.69 mmol) in toluene (25 ml, freshly distilled) stirring under nitrogen was added methyl triflate (1.05 mL, 9.24 mmol). The mixture stirred for 24 h at room temperature and was diluted with diethyl ether (60 mL) and filtered. The orange filter cake was placed under high vacuum for 24 h. The orange residue was suspended in chloroform and adsorbed onto neutral alumina and chromatographed over basic alumina (eluting with chloro... The product is O[C@H]1C[C@@H]2CC[C@H]3[C@@H]4CC[C@H]([C@@H](C)O)[C@]4(CC[C@@H]3[C@]2(CC1)C)C ((20R)3α,20-Dihydroxy-5α-pregnane). Reactants: O[C@H]1C[C@@H]2CC[C@H]3[C@@H]4CC[C@H](C(C)=O)[C@]4(CC[C@@H]3[C@]2(CC1)C)C (3α-hydroxy-5α-pregnan-20-one), [BH4-].[Na+] (sodium borohydride), ice. Procedure: To a stirred solution of 3α-hydroxy-5α-pregnan-20-one (3.2g, 318.5 g/m, 10 mmol) in 160 mL of methanol and 30 mL of dichloromethane at room temperature was slowly added sodium borohydride (3.3 g, 37.8 g/m, 87 mmol) over a period of 2 h. The mixture was stirred for an additional hour and then poured into ice cold water (700 mL) and extracted three times with ether. The combined organic phase was washed several times with water, dried over magnesium sulfate and concentrated to a white solid (2.35 ... RXN SMILES: [OH:1][C@@H:2]1[CH2:21][CH2:20][C@@:19]2([CH3:22])[C@@H:4]([CH2:5][CH2:6][C@@H:7]3[C@@H:18]2[CH2:17][CH2:16][C@@:15]2([CH3:23])[C@H:8]3[CH2:9][CH2:10][C@@H:11]2[C:12](=[O:14])[CH3:13])[CH2:3]1.[BH4-].[Na+]>CO.ClCCl>[OH:1][C@@H:2]1[CH2:21][CH2:20][C@@:19]2([CH3:22])[C@@H:4]([CH2:5][CH2:6][C@@H:7]3[C@@H:18]2[CH2:17][CH2:16][C@@:15]2([CH3:23])[C@H:8]3[CH2:9][CH2:10][C@@H:11]2[C@H:12]([OH:14])[CH3:13])[CH2:3]1 |f:1.2|. Run in CO (methanol), ClCCl (dichloromethane). Starting materials: OC1=C2C=CC=NC2=CC=C1 (5-hydroxyquinoline), BrCCCCBr (1,4-dibromobutane). Yields the product BrCCCCOC1=C2C=CC=NC2=CC=C1 (5-(4-bromobutoxy)quinoline). Yield: 40.4%. RXN SMILES: [OH:1][C:2]1[CH:11]=[CH:10][CH:9]=[C:8]2[C:3]=1[CH:4]=[CH:5][CH:6]=[N:7]2.[Br:12][CH2:13][CH2:14][CH2:15][CH2:16]Br>>[Br:12][CH2:13][CH2:14][CH2:15][CH2:16][O:1][C:2]1[CH:11]=[CH:10][CH:9]=[C:8]2[C:3]=1[CH:4]=[CH:5][CH:6]=[N:7]2. Procedure details: Following the same procedure as in Example 32-(a), reaction and treatment were carried out using 1.0 g of 5-hydroxyquinoline and 2.3 g of 1,4-dibromobutane to obtain 0.78 g of 5-(4-bromobutoxy)quinoline. Furthermore, the same procedure as in Example 32-(b) was repeated with the exception that 0.78 g of N-diphenylmethylpiperazine was used, in order to perform reaction and treatment, so that 0.8 g of the desired compound was obtained. Reactants: CCO, CCOC(C)=O, CC(C)(C)OC(=O)N1CCc2c(n(CCN=[N+]=[N-])c3ccccc23)CC1. Yields the product CC(C)(C)OC(=O)N1CCc2c(n(CCN)c3ccccc23)CC1. As a reaction SMILES: [CH3:27][CH2:28][OH:29].[CH3:30][CH2:31][O:32][C:33]([CH3:34])=[O:35].[N:1](=[N+:2]=[N-:3])[CH2:4][CH2:5][n:6]1[c:7]2[c:8]([c:9]3[cH:10][cH:11][cH:12][cH:13][c:14]13)[CH2:15][CH2:16][N:17]([C:20](=[O:21])[O:22][C:23]([CH3:24])([CH3:25])[CH3:26])[CH2:18][CH2:19]2>>[NH2:1][CH2:4][CH2:5][n:6]1[c:7]2[c:8]([c:9]3[cH:10][cH:11][cH:12][cH:13][c:14]13)[CH2:15][CH2:16][N:17]([C:20](=[O:21])[O:22][C:23]([CH3:24])([CH3:25])[CH3:26])[CH2:18][CH2:19]2. The reagents and catalysts are [Pd] (palladium-on-carbon). Procedure details: 1-[2-(4-Benzyloxyphenylamino)phenyl]ethanone (9 g) in 900 ml of ethanol and 90 ml of acetic acid was hydrogenated in the presence of 1 g of 10% palladium-on-carbon catalyst. The product was isolated and recrystallized from acetonitrile to yield 3.6 g of 1-[2-(4-hydroxyphenylamino)phenyl]ethanone, orange solid, m.p. 168°-169° C. Solvent: C(C)O (ethanol), C(C)(=O)O (acetic acid). Isolated yield 55.9%. RXN SMILES: C([O:8][C:9]1[CH:14]=[CH:13][C:12]([NH:15][C:16]2[CH:21]=[CH:20][CH:19]=[CH:18][C:17]=2[C:22](=[O:24])[CH3:23])=[CH:11][CH:10]=1)C1C=CC=CC=1>C(O)C.C(O)(=O)C.[Pd]>[OH:8][C:9]1[CH:14]=[CH:13][C:12]([NH:15][C:16]2[CH:21]=[CH:20][CH:19]=[CH:18][C:17]=2[C:22](=[O:24])[CH3:23])=[CH:11][CH:10]=1. Product: OC1=CC=C(C=C1)NC1=C(C=CC=C1)C(C)=O (1-[2-(4-hydroxyphenylamino)phenyl]ethanone). Starting materials: C(C1=CC=CC=C1)OC1=CC=C(C=C1)NC1=C(C=CC=C1)C(C)=O (1-[2-(4-Benzyloxyphenylamino)phenyl]ethanone). RXN SMILES: [CH3:18][I:19].[Cl-:20].[H-:16].[N+:1](=[O:2])([O-:3])[c:4]1[c:5]([NH2:6])[cH:7][cH:8][c:9]([O:11][C:12]([F:13])([F:14])[F:15])[cH:10]1.[NH4+:21].[Na+:17].[O:22]=[CH:23][N:24]([CH3:25])[CH3:26]>>[N+:1](=[O:2])([O-:3])[c:4]1[c:5]([NH:6][CH3:18])[cH:7][cH:8][c:9]([O:11][C:12]([F:13])([F:14])[F:15])[cH:10]1. Reactants: CI, [Cl-], [H-], Nc1ccc(OC(F)(F)F)cc1[N+](=O)[O-], [NH4+], [Na+], CN(C)C=O. Product: CNc1ccc(OC(F)(F)F)cc1[N+](=O)[O-]. Reactants: [N+](=O)([O-])C1=CC=C(C=C1)C (mononitrotoluene), C1(=CC=CC=C1)C (toluene), [N+](=O)(O)[O-] (nitric acid), S(O)(O)(=O)=O (sulfuric acid). The product is [N+](=O)([O-])C=1C(=C(C=CC1)C)[N+](=O)[O-] (dinitrotoluene). RXN SMILES: [N+:1]([C:4]1[CH:9]=[CH:8][C:7](C)=[CH:6][CH:5]=1)([O-:3])=[O:2].[N+:11]([O-:14])(O)=[O:12].S(=O)(=O)(O)O.[C:20]1(C)C=CC=CC=1>>[N+:11]([C:9]1[C:4]([N+:1]([O-:3])=[O:2])=[C:5]([CH3:20])[CH:6]=[CH:7][CH:8]=1)([O-:14])=[O:12]. Procedure details: This invention relates to an improvement in a process for purifying dinitrotoluene is prepared by first reacting toluene or mononitrotoluene with nitric acid in the presence of sulfuric acid, separating the crude dinitrotoluene from the resulting aqueous phases and then contacting the resultant crude dinitrotoluene with an alkaline material to form a purified dinitrotoluene product and an aqueous by-product phase. The improvement in the process relates to selectively maintaining a significant pr...